Dataset: the Open Reaction Database (ORD), a public repository of structured organic reaction records. Task: describe an organic reaction: reactants, conditions, products, and yield The reactants are 4-Dimethylamino boronic acid, triorthotoluene phosphine, P(o-toluene)3, C(C)OC(CCCCCN1C2=CC=C(C=C2C=2CCCCC12)Br)=O (6-(6-bromo-1,2,3,4-tetrahydro-carbazol-9-yl)-hexanoic acid ethyl ester), C(C)OC(CCCCCN1C2=CC=C(C=C2C=2CCCCC12)Br)=O (6-(6-bromo-1,2,3,4-tetrahydro-carbazol-9-yl)-hexanoic acid ethyl ester), C(C)O (ethanol), C(=O)([O-])[O-].[Na+].[Na+] (Na2CO3). Reagents/catalysts: [Br-].C(CCC)[N+](CCCC)(CCCC)CCCC (tetrabutylammonium bromide), C(C)(=O)[O-].[Pd+2].C(C)(=O)[O-] (palladium acetate), CC(=O)[O-].CC(=O)[O-].[Pd+2] (Pd(OAc)2). Solvent: C1(=CC=CC=C1)C (toluene). Yields the product C(C)OC(CCCCCN1C2=CC=C(C=C2C=2CCCCC12)C1=CC=C(C=C1)N(C)C)=O (6-[6-(4-Dimethylamino-phenyl)-1,2,3,4-tetrahydro-carbazol-9-yl]-hexanoic acid ethyl ester). As a reaction SMILES: [CH2:1]([O:3][C:4](=[O:24])[CH2:5][CH2:6][CH2:7][CH2:8][CH2:9][N:10]1[C:22]2[CH2:21][CH2:20][CH2:19][CH2:18][C:17]=2[C:16]2[C:11]1=[CH:12][CH:13]=[C:14](Br)[CH:15]=2)[CH3:2].[CH2:25](O)[CH3:26].C([O-])([O-])=O.[Na+].[Na+]>[Br-].C([N+](CCCC)(CCCC)CCCC)CCC.C1(C)C=CC=CC=1.C([O-])(=O)C.[Pd+2].C([O-])(=O)C>[CH2:1]([O:3][C:4](=[O:24])[CH2:5][CH2:6][CH2:7][CH2:8][CH2:9][N:10]1[C:22]2[CH2:21][CH2:20][CH2:19][CH2:18][C:17]=2[C:16]2[C:11]1=[CH:12][CH:13]=[C:14]([C:26]1[CH:25]=[CH:16][C:11]([N:10]([CH3:22])[CH3:9])=[CH:12][CH:13]=1)[CH:15]=2)[CH3:2] |f:2.3.4,5.6,8.9.10|. Procedure: 4-Dimethylamino boronic acid (0.221 g, 1.34 mmol), tetrabutylammonium bromide (TBAB) (0.049 g, 1.25 mmol), palladium acetate (Pd(OAc)2 (0.017 g, 0.08 mmol), triorthotoluene phosphine (P(o-toluene)3 (0.035 g, 0.12 mmol), and 6-(6-bromo-1,2,3,4-tetrahydro-carbazol-9-yl)-hexanoic acid ethyl ester (compound 4) (0.300 g, 0.76 mmol) were added to a flask, dissolved in toluene (3 mL), ethanol (2 mL), and 2M Na2CO3 (1 mL), and stirred overnight at 70° C. Compound 32 was purified by column chromatography... Starting materials: C1CCOC1, COc1ccc2ccc(C(=O)O)c(OC(C)C)c2c1, CC(C)N, CCOC(C)=O, O=C(Cl)C(=O)Cl, CN(C)C=O. Product: COc1ccc2ccc(C(=O)NC(C)C)c(OC(C)C)c2c1. Reaction SMILES: [CH2:35]1[O:36][CH2:37][CH2:38][CH2:39]1.[CH3:1][O:2][c:3]1[cH:4][cH:5][c:6]2[cH:7][cH:8][c:9]([C:17](=[O:18])[OH:19])[c:10]([O:13][CH:14]([CH3:15])[CH3:16])[c:11]2[cH:12]1.[CH3:31][CH:32]([CH3:33])[NH2:34].[CH3:40][CH2:41][O:42][C:43](=[O:44])[CH3:45].[Cl:20][C:21]([C:22]([Cl:23])=[O:24])=[O:25].[O:26]=[CH:27][N:28]([CH3:29])[CH3:30]>>[CH3:1][O:2][c:3]1[cH:4][cH:5][c:6]2[cH:7][cH:8][c:9]([C:17](=[O:19])[NH:34][CH:32]([CH3:31])[CH3:33])[c:10]([O:13][CH:14]([CH3:15])[CH3:16])[c:11]2[cH:12]1. The reactants are O[C@H](C)[C@@H]1[C@@H]2N(C(=C(C2)C=2N3C(SC2)=C(N=C3)CO)C(=O)OCC3=CC=C(C=C3)[N+](=O)[O-])C1=O (4-nitrobenzyl (5R,6S)-6-((1R)-1-hydroxyethyl)-2-(7-hydroxymethylimidazo[5,1-b]thiazol-3-yl)-1-carbapen-2-em-3-carboxylate). Reagents/catalysts: [O-2].[O-2].[Mn+4] (manganese dioxide). Run in ClCCl (dichloromethane). Reaction conditions: time 18 hour. Product: C(=O)C=1N=CN2C1SC=C2C=2C[C@H]1N(C2C(=O)OCC2=CC=C(C=C2)[N+](=O)[O-])C([C@@H]1[C@@H](C)O)=O (4-nitrobenzyl (5R,6S)-2-(7-formylimidazo[5,1-b]thiazol-3-yl)-6-((1R)-1-hydroxyethyl)-1-carbapen-2-em-3-carboxylate). The yield is 47.6%. RXN SMILES: [OH:1][C@@H:2]([C@H:4]1[C:33](=[O:34])[N:6]2[C:7]([C:20]([O:22][CH2:23][C:24]3[CH:29]=[CH:28][C:27]([N+:30]([O-:32])=[O:31])=[CH:26][CH:25]=3)=[O:21])=[C:8]([C:10]3[N:11]4[CH:17]=[N:16][C:15]([CH2:18][OH:19])=[C:12]4[S:13][CH:14]=3)[CH2:9][C@H:5]12)[CH3:3]>ClCCl.[O-2].[O-2].[Mn+4]>[CH:18]([C:15]1[N:16]=[CH:17][N:11]2[C:10]([C:8]3[CH2:9][C@@H:5]4[C@@H:4]([C@H:2]([OH:1])[CH3:3])[C:33](=[O:34])[N:6]4[C:7]=3[C:20]([O:22][CH2:23][C:24]3[CH:25]=[CH:26][C:27]([N+:30]([O-:32])=[O:31])=[CH:28][CH:29]=3)=[O:21])=[CH:14][S:13][C:12]=12)=[O:19] |f:2.3.4|. Procedure: To a solution 428 mg of 4-nitrobenzyl (5R,6S)-6-((1R)-1-hydroxyethyl)-2-(7-hydroxymethylimidazo[5,1-b]thiazol-3-yl)-1-carbapen-2-em-3-carboxylate in 30 ml of dichloromethane was added 1.03 g of manganese dioxide, and the mixture was stirred at room temperature for 18 hours. The catalyst was removed by filtration, and the filtrate was concentrated under reduced pressure. The residue thus obtained was washed with diethyl ether to give 202.8 mg of 4-nitrobenzyl (5R,6S)-2-(7-formylimidazo[5,1-b]thia... RXN SMILES: [C:5]1(=[O:12])[CH:6]=[CH:7][C:8](=[O:11])[CH:9]=[CH:10]1.[CH3:13][CH2:14][OH:15].[SH:1][CH2:2][CH2:3][OH:4]>>[S:1]([CH2:2][CH2:3][OH:4])[C:10]1=[CH:9][C:8](=[O:11])[CH:7]=[CH:6][C:5]1=[O:12]. Reactants: O=C1C=CC(=O)C=C1, CCO, OCCS. Product: O=C1C=CC(=O)C(SCCO)=C1. Reactants: Sc1ccc(Br)cc1, CN([SiH](C)C)[Si](C)(C)C. Reaction SMILES: [Br:1][c:2]1[cH:3][cH:4][c:5]([SH:8])[cH:6][cH:7]1.[CH3:9][SiH:10]([CH3:11])[N:16]([Si:12]([CH3:13])([CH3:14])[CH3:15])[CH3:17]>>[Br:1][c:2]1[cH:3][cH:4][c:5]([S:8][Si:12]([CH3:13])([CH3:14])[CH3:15])[cH:6][cH:7]1. The product is C[Si](C)(C)Sc1ccc(Br)cc1. Starting materials: CNc1cc(Br)cc(Sc2ccc([N+](=O)[O-])cc2)c1, [BH3-]C#N, CC(=O)O, CC#N, CC=O, [Na+]. Yields the product CCN(C)c1cc(Br)cc(Sc2ccc([N+](=O)[O-])cc2)c1. Reaction SMILES: [Br:1][c:2]1[cH:3][c:4]([NH:18][CH3:19])[cH:5][c:6]([S:8][c:9]2[cH:10][cH:11][c:12]([N+:15](=[O:16])[O-:17])[cH:13][cH:14]2)[cH:7]1.[C:23]([BH3-:24])#[N:25].[CH3:27][C:28](=[O:29])[OH:30].[CH3:31][C:32]#[N:33].[CH:20]([CH3:21])=[O:22].[Na+:26]>>[Br:1][c:2]1[cH:3][c:4]([N:18]([CH3:19])[CH2:20][CH3:21])[cH:5][c:6]([S:8][c:9]2[cH:10][cH:11][c:12]([N+:15](=[O:16])[O-:17])[cH:13][cH:14]2)[cH:7]1. Starting materials: COC1=CC2=C(SC(=C2OC2=CC3=CC=C(C=C3C=C2)OC)/C=C(/C(=O)[O-])\C2=CC=NC=C2)C=C1OC.[Na+] (Sodium (E)-3-{5,6-dimethoxy-3-[(6-methoxy-2-naphthyl)-oxy]benzo[b]-thiophen-2-yl }-2-(4-pyridinyl)-2-propenoate), COC1=CC2=C(SC(=C2OC2=CC=C(C=C2)OC)/C=C(/C(=O)[O-])\C2=CC=CC=C2)C=C1OC.[Na+] (Sodium (E)-3-[5,6-dimethoxy-3-(4-methoxyphenoxy)-benzo[b]thiophen-2-yl]-2-phenyl-2-propenoate). The product is COC1=CC2=C(SC(=C2OC2=CC3=CC=C(C=C3C=C2)OC)/C=C(/C(=O)O)\C2=CC=CC=C2)C=C1OC ((E)-3-{5,6-Dimethoxy-3-[(6-methoxy-2-naphthyl)-oxy]benzo[b]thiophen-2-yl]-2-phenyl-2-propenoic acid). As a reaction SMILES: [CH3:1][O:2][C:3]1[C:35]([O:36][CH3:37])=[CH:34][C:6]2[S:7][C:8](/[CH:23]=[C:24](\[C:28]3[CH:33]=[CH:32]N=[CH:30][CH:29]=3)/[C:25]([O-:27])=[O:26])=[C:9]([O:10][C:11]3[CH:20]=[CH:19][C:18]4[C:13](=[CH:14][CH:15]=[C:16]([O:21][CH3:22])[CH:17]=4)[CH:12]=3)[C:5]=2[CH:4]=1.[Na+].[CH3:39]OC1C(OC)=CC2SC(/C=C(\C3C=CC=CC=3)/C([O-])=O)=C(OC3C=CC(OC)=CC=3)C=2C=1.[Na+]>>[CH3:1][O:2][C:3]1[C:35]([O:36][CH3:37])=[CH:34][C:6]2[S:7][C:8](/[CH:23]=[C:24](\[C:28]3[CH:33]=[CH:32][CH:39]=[CH:30][CH:29]=3)/[C:25]([OH:27])=[O:26])=[C:9]([O:10][C:11]3[CH:20]=[CH:19][C:18]4[C:13](=[CH:14][CH:15]=[C:16]([O:21][CH3:22])[CH:17]=4)[CH:12]=3)[C:5]=2[CH:4]=1 |f:0.1,2.3|. Procedure: The procedure is as for Example 1 using the reagent of Example 5 in Step E, and the reagent of Example 6 in Step F. Starting materials: C1CCOC1, CS(=O)(=O)Cl, CCN(C(C)C)C(C)C, Cc1cccc(-c2[nH]c(C3CCNCC3)nc2-c2ccc3c(c2)OCO3)n1. The product is Cc1cccc(-c2[nH]c(C3CCN(S(C)(=O)=O)CC3)nc2-c2ccc3c(c2)OCO3)n1. As a reaction SMILES: [CH2:42]1[O:43][CH2:44][CH2:45][CH2:46]1.[CH3:1][S:2]([Cl:3])(=[O:4])=[O:5].[CH:6]([N:7]([CH:8]([CH3:9])[CH3:10])[CH2:11][CH3:12])([CH3:13])[CH3:14].[O:15]1[CH2:16][O:17][c:18]2[c:19]1[cH:20][cH:21][c:22](-[c:24]1[c:25](-[c:35]3[n:36][c:37]([CH3:41])[cH:38][cH:39][cH:40]3)[nH:26][c:27]([CH:29]3[CH2:30][CH2:31][NH:32][CH2:33][CH2:34]3)[n:28]1)[cH:23]2>>[CH3:1][S:2](=[O:4])(=[O:5])[N:32]1[CH2:31][CH2:30][CH:29]([c:27]2[nH:26][c:25](-[c:35]3[n:36][c:37]([CH3:41])[cH:38][cH:39][cH:40]3)[c:24](-[c:22]3[cH:21][cH:20][c:19]4[c:18]([cH:23]3)[O:17][CH2:16][O:15]4)[n:28]2)[CH2:34][CH2:33]1. The reactants are C(C)(=O)OCC1=CC=CC=2C(C3=C(C=CC21)C=CC=C3I)=O ((6-iodo-5-oxo-5H-dibenzo[a,d]cyclohepten-1-yl)methyl acetate), 4-iodo form, O.NN (hydrazine monohydrate). Yields the product N=1NC=2C=CC(=C3C2C1C1=C(C=C3)C=CC=C1)CO (2H-Benzo[6,7]cyclohepta[cd]indazol-5-ylmethanol). RXN SMILES: C([O:4][CH2:5][C:6]1[C:16]2[CH:15]=[CH:14][C:13]3[CH:17]=[CH:18][CH:19]=[C:20](I)[C:12]=3[C:11](=O)[C:10]=2[CH:9]=[CH:8][CH:7]=1)(=O)C.O.[NH2:24][NH2:25]>>[N:24]1[NH:25][C:9]2[CH:8]=[CH:7][C:6]([CH2:5][OH:4])=[C:16]3[CH:15]=[CH:14][C:13]4[CH:17]=[CH:18][CH:19]=[CH:20][C:12]=4[C:11]=1[C:10]=23 |f:1.2|. Reported procedure: The mixture of (6-iodo-5-oxo-5H-dibenzo[a,d]cyclohepten-1-yl)methyl acetate with its 4-iodo form prepared in Example 6-h was treated with hydrazine monohydrate by the procedure of Example 1-h, and purified and separated by silica gel column chromatography (ethyl acetate:hexane=3:7), to give 320 mg and 1.1 mg of the title compounds as yellow powders, respectively. The reactants are CC(C)(C)OC(=O)NCC(=O)O, CC1(C)CCCNC1, CN(C)c1ccncc1, ClCCl, O. The product is CC1(C)CCCN(C(=O)CNC(=O)OC(C)(C)C)C1. RXN SMILES: [C:1]([CH3:2])([CH3:3])([CH3:4])[O:5][C:6](=[O:7])[NH:8][CH2:9][C:10](=[O:11])[OH:12].[CH3:13][C:14]1([CH3:20])[CH2:15][NH:16][CH2:17][CH2:18][CH2:19]1.[CH3:25][N:26]([CH3:27])[c:28]1[cH:29][cH:30][n:31][cH:32][cH:33]1.[Cl:22][CH2:23][Cl:24].[OH2:21]>>[C:1]([CH3:2])([CH3:3])([CH3:4])[O:5][C:6](=[O:7])[NH:8][CH2:9][C:10](=[O:12])[N:16]1[CH2:15][C:14]([CH3:13])([CH3:20])[CH2:19][CH2:18][CH2:17]1.